describe an organic reaction: reactants, conditions, products, and yield From a dataset of the Open Reaction Database (ORD), a public repository of structured organic reaction records. The reactants are ClCCCCCCBr, O=C([O-])[O-], CCC(C)=O, [K+], [K+], CC(=O)c1cc(O)ccc1O. Product: CC(=O)c1cc(OCCCCCCCl)ccc1O. RXN SMILES: [Br:12][CH2:13][CH2:14][CH2:15][CH2:16][CH2:17][CH2:18][Cl:19].[C:20](=[O:21])([O-:22])[O-:23].[CH3:26][C:27](=[O:28])[CH2:29][CH3:30].[K+:24].[K+:25].[OH:1][c:2]1[c:3]([C:9]([CH3:10])=[O:11])[cH:4][c:5]([OH:8])[cH:6][cH:7]1>>[OH:1][c:2]1[c:3]([C:9]([CH3:10])=[O:11])[cH:4][c:5]([O:8][CH2:13][CH2:14][CH2:15][CH2:16][CH2:17][CH2:18][Cl:19])[cH:6][cH:7]1. The reactants are O(Cl)Cl.[P+5] (Phosphorus(V) oxychloride), C1(CCCC1)C1=NC(=CC(N1)=O)CC (2-cyclopentyl-6-ethylpyrimidin-4(3H)-one). Run in [OH-].[Na+] (sodium hydroxide). Run at temperature 100 celsius. The product is ClC1=NC(=NC(=C1)CC)C1CCCC1 (4-chloro-2-cyclopentyl-6-ethylpyrimidine). The yield is 24.6%. Reaction SMILES: O(Cl)[Cl:2].[P+5].[CH:5]1([C:10]2[NH:15][C:14](=O)[CH:13]=[C:12]([CH2:17][CH3:18])[N:11]=2)[CH2:9][CH2:8][CH2:7][CH2:6]1>[OH-].[Na+]>[Cl:2][C:14]1[CH:13]=[C:12]([CH2:17][CH3:18])[N:11]=[C:10]([CH:5]2[CH2:9][CH2:8][CH2:7][CH2:6]2)[N:15]=1 |f:0.1,3.4|. Reported procedure: Phosphorus(V) oxychloride (150 g, 99.0 mmol) was slowly added to 2-cyclopentyl-6-ethylpyrimidin-4(3H)-one (18.9 g, 98.3 mmol) at 0° C. Then, the reaction mixture was warmed to 100° C. for 3 h. After this time, the mixture was cooled, diluted with sodium hydroxide, and extracted with ethyl acetate. The combined organic layer was dried over anhydrous sodium sulfate, filtered, and the filtrate was concentrated. The residue was purified by column chromatography (silica, hexanes/dichloromethane) to a... As a reaction SMILES: [CH2:1]([OH:7])[CH2:2][CH2:3][CH2:4][CH2:5][OH:6].[O:8]1[CH:13]=[CH:12][CH2:11][CH2:10][CH2:9]1>C1(C)C=CC(S(=O)=O)=CC=1.C(Cl)(Cl)Cl>[OH:6][CH2:5][CH2:4][CH2:3][CH2:2][CH2:1][O:7][CH:9]1[CH2:10][CH2:11][CH2:12][CH2:13][O:8]1. Yield: 31.9%. Starting materials: C(CCCCO)O (1.5-pentanediol), O1CCCC=C1 (dihydropyran). Conditions: time 20 minute. Reagents/catalysts: C1(=CC=C(C=C1)S(=O)=O)C (p-toluenesulfonic acid monohydride). Yields the product OCCCCCOC1OCCCC1 (2-(5-hydroxypentyloxy)tetrahydropyran). The solvent is C(Cl)(Cl)Cl (chloroform). Procedure: To 31.2 g of 1.5-pentanediol was added 380 mg of p-toluenesulfonic acid monohydride and dropwise 8.4 g of dihydropyran with ice-cooling and stirring over 20 minutes, and the mixture was stirred at a room temperature for 3.5 hours. After adding 300 ml of chloroform, the mixture was washed with 2% sodium bicarbonate aqueous solution, water and a saturated sodium chloride aqueous solution, dried over magnesium sulfate, filtered and evaporated under a reduced pressure. The residue was applied to a s... Starting materials: BrC1=CC(=C(C(=O)O)C=C1)OC1CCCCC1 (4-bromo-2-(cyclohexyloxy)benzoic acid), [H-].[Al+3].[Li+].[H-].[H-].[H-] (lithium aluminum hydride), Cl (hydrochloric acid). Run in O1CCCC1 (tetrahydrofuran), O1CCCC1 (tetrahydrofuran). Reaction conditions: time 2.5 hour. The product is BrC1=CC(=C(C=C1)CO)OC1CCCCC1 ((4-bromo-2-cyclohexyloxyphenyl)methanol). Yield: 57.4%. RXN SMILES: [H-].[Al+3].[Li+].[H-].[H-].[H-].[Br:7][C:8]1[CH:16]=[CH:15][C:11]([C:12](O)=[O:13])=[C:10]([O:17][CH:18]2[CH2:23][CH2:22][CH2:21][CH2:20][CH2:19]2)[CH:9]=1.Cl>O1CCCC1>[Br:7][C:8]1[CH:16]=[CH:15][C:11]([CH2:12][OH:13])=[C:10]([O:17][CH:18]2[CH2:19][CH2:20][CH2:21][CH2:22][CH2:23]2)[CH:9]=1 |f:0.1.2.3.4.5|. Procedure: To a suspension of lithium aluminum hydride (2.54 g) in tetrahydrofuran (50 ml) was added dropwise a solution of 4-bromo-2-(cyclohexyloxy)benzoic acid (10 g) in tetrahydrofuran (50 ml) at 5° C. under nitrogen, and the mixture was stirred at room temperature for 2.5 hours. The resulting mixture was poured into 1N hydrochloric acid and the aqueous layer was extracted with ethyl acetate. The organic layer was washed successively with 1N hydrochloric acid, aqueous-sodium bicarbonate and brine, dried... The reactants are FC(S(=O)(=O)[O-])(F)F.C(C1=CC=CC=C1)[N+]1=C2C=CC=CC2=C(C2=CC=CC=C12)C(=O)OC (10-benzyl-9-(methoxycarbonyl)acridinium trifluoromethanesulfonate), [Cl-].[NH4+] (ammonium chloride). The reagents and catalysts are [Zn] (zinc). The solvent is C(C)O (ethanol). Reaction conditions: temperature 80 celsius. Yields the product C(C1=CC=CC=C1)N1C=2C=CC=CC2C(C2=CC=CC=C12)C(=O)OC (methyl 10-benzyl-9,10-dihydroacridine-9-carboxylate). Yield: 23.5%. Reaction SMILES: FC(F)(F)S([O-])(=O)=O.[CH2:9]([N+:16]1[C:29]2[C:24](=[CH:25][CH:26]=[CH:27][CH:28]=2)[C:23]([C:30]([O:32][CH3:33])=[O:31])=[C:22]2[C:17]=1[CH:18]=[CH:19][CH:20]=[CH:21]2)[C:10]1[CH:15]=[CH:14][CH:13]=[CH:12][CH:11]=1.[Cl-].[NH4+]>C(O)C.[Zn]>[CH2:9]([N:16]1[C:17]2[C:22](=[CH:21][CH:20]=[CH:19][CH:18]=2)[CH:23]([C:30]([O:32][CH3:33])=[O:31])[C:24]2[CH:25]=[CH:26][CH:27]=[CH:28][C:29]1=2)[C:10]1[CH:11]=[CH:12][CH:13]=[CH:14][CH:15]=1 |f:0.1,2.3|. Procedure: To a stirring solution of compound 83 (1.05 g, 3.20 mmol) and ammonium chloride (2.67 g, 49.8 mmol) in ethanol (35 mL) was added zinc (2.67 g, 40.8 mmol) and the reaction mixture was heated at 80° C. for 30 minutes then filtered through a pad of Celite®. The solution was diluted with brine, extracted with EtOAc, and the combined organics were dried over, filtered and concentrated to afford compound 84 (0.248 g, 24%) as a white solid after purification by flash chromatography (10 to 40% EtOAc in ...